Task: describe an organic reaction: reactants, conditions, products, and yield. Dataset: the Open Reaction Database (ORD), a public repository of structured organic reaction records The reactants are C(C)(C)(C)OC(=O)N[C@@H](CC1=CC=C(C=C1)O)C(=O)N[C@@H](C)C(=O)NCC(=O)O (N-t-butoxycarbonyl-L-tyrosyl-L-alanylglycine), C(C1=CC=CC=C1)OC([C@@H](NC([C@@H](NC([C@@H](NC(CNC([C@@H](NC(=O)OC(C)(C)C)CC1=CC=C(C=C1)O)=O)=O)C)=O)CC1=CC=CC=C1)=O)CC(C)C)=O (N-t-butoxycarbonyl-L-tyrosylglycyl-L-alanyl-L-phenylalanyl-L-leucine benzyl ester). Yields the product C(C1=CC=CC=C1)OC([C@@H](NC([C@@H](NC(CNC([C@@H](NC([C@@H](NC(=O)OC(C)(C)C)CC1=CC=C(C=C1)O)=O)C)=O)=O)CC1=CC=CC=C1)=O)CC(C)C)=O (N-t-butoxycarbonyl-L-tyrosyl-L-alanylglycyl-L-phenylalanyl-L-leucine benzyl ester). RXN SMILES: [C:1]([O:5][C:6]([NH:8][C@H:9]([C:18]([NH:20][C@H:21]([C:23]([NH:25][CH2:26][C:27](O)=[O:28])=[O:24])[CH3:22])=[O:19])[CH2:10][C:11]1[CH:16]=[CH:15][C:14]([OH:17])=[CH:13][CH:12]=1)=[O:7])([CH3:4])([CH3:3])[CH3:2].[CH2:30]([O:37][C:38](=[O:84])[C@H:39]([CH2:80][CH:81]([CH3:83])[CH3:82])[NH:40][C:41](=[O:79])[C@H:42]([CH2:72][C:73]1[CH:78]=[CH:77][CH:76]=[CH:75][CH:74]=1)[NH:43]C(=O)[C@H](C)NC(=O)CNC(=O)[C@H](CC1C=CC(O)=CC=1)NC(OC(C)(C)C)=O)[C:31]1[CH:36]=[CH:35][CH:34]=[CH:33][CH:32]=1>>[CH2:30]([O:37][C:38](=[O:84])[C@H:39]([CH2:80][CH:81]([CH3:82])[CH3:83])[NH:40][C:41](=[O:79])[C@H:42]([CH2:72][C:73]1[CH:78]=[CH:77][CH:76]=[CH:75][CH:74]=1)[NH:43][C:27](=[O:28])[CH2:26][NH:25][C:23](=[O:24])[C@H:21]([CH3:22])[NH:20][C:18](=[O:19])[C@H:9]([CH2:10][C:11]1[CH:16]=[CH:15][C:14]([OH:17])=[CH:13][CH:12]=1)[NH:8][C:6]([O:5][C:1]([CH3:2])([CH3:4])[CH3:3])=[O:7])[C:31]1[CH:32]=[CH:33][CH:34]=[CH:35][CH:36]=1. Reported procedure: When an equivalent quantity of N-t-butoxycarbonyl-L-tyrosyl-L-alanylglycine is substituted for the N-t-butoxycarbonyl-L-tyrosylglycyl-L-alanine of Example 12 and the procedure detailed therein substantially repeated, there is obtained N-t-butoxycarbonyl-L-tyrosyl-L-alanylglycyl-L-phenylalanyl-L-leucine benzyl ester. Starting materials: C1COCCO1, CC1(C)OB(c2ccc3c(c2)CCN3C(=O)Cc2cc(F)ccc2F)OC1(C)C, CC(C)(C)OC(=O)N1CCC(CCn2cc(Br)c3c(N)ncnc32)CC1, [Na+], O=C([O-])O, c1ccc(P(c2ccccc2)(c2ccccc2)[Pd](P(c2ccccc2)(c2ccccc2)c2ccccc2)(P(c2ccccc2)(c2ccccc2)c2ccccc2)P(c2ccccc2)(c2ccccc2)c2ccccc2)cc1. The product is CC(C)(C)OC(=O)N1CCC(CCn2cc(-c3ccc4c(c3)CCN4C(=O)Cc3cc(F)ccc3F)c3c(N)ncnc32)CC1. RXN SMILES: [CH2:138]1[O:139][CH2:140][CH2:141][O:142][CH2:143]1.[F:27][c:28]1[c:29]([CH2:35][C:36](=[O:37])[N:38]2[CH2:39][CH2:40][c:41]3[cH:42][c:43]([B:47]4[O:48][C:49]([CH3:50])([CH3:51])[C:52]([CH3:53])([CH3:54])[O:55]4)[cH:44][cH:45][c:46]32)[cH:30][c:31]([F:34])[cH:32][cH:33]1.[NH2:1][c:2]1[c:3]2[c:4]([n:5][cH:6][n:7]1)[n:8]([CH2:12][CH2:13][CH:14]1[CH2:15][CH2:16][N:17]([C:20](=[O:21])[O:22][C:23]([CH3:24])([CH3:25])[CH3:26])[CH2:18][CH2:19]1)[cH:9][c:10]2[Br:11].[Na+:60].[O-:56][C:57]([OH:58])=[O:59].[cH:61]1[cH:62][cH:63][c:64]([P:65]([Pd:66]([P:67]([c:68]2[cH:69][cH:70][cH:71][cH:72][cH:73]2)([c:74]2[cH:75][cH:76][cH:77][cH:78][cH:79]2)[c:80]2[cH:81][cH:82][cH:83][cH:84][cH:85]2)([P:86]([c:87]2[cH:88][cH:89][cH:90][cH:91][cH:92]2)([c:93]2[cH:94][cH:95][cH:96][cH:97][cH:98]2)[c:99]2[cH:100][cH:101][cH:102][cH:103][cH:104]2)[P:105]([c:106]2[cH:107][cH:108][cH:109][cH:110][cH:111]2)([c:112]2[cH:113][cH:114][cH:115][cH:116][cH:117]2)[c:118]2[cH:119][cH:120][cH:121][cH:122][cH:123]2)([c:124]2[cH:125][cH:126][cH:127][cH:128][cH:129]2)[c:130]2[cH:131][cH:132][cH:133][cH:134][cH:135]2)[cH:136][cH:137]1>>[NH2:1][c:2]1[c:3]2[c:4]([n:5][cH:6][n:7]1)[n:8]([CH2:12][CH2:13][CH:14]1[CH2:15][CH2:16][N:17]([C:20](=[O:21])[O:22][C:23]([CH3:24])([CH3:25])[CH3:26])[CH2:18][CH2:19]1)[cH:9][c:10]2-[c:43]1[cH:42][c:41]2[c:46]([cH:45][cH:44]1)[N:38]([C:36]([CH2:35][c:29]1[c:28]([F:27])[cH:33][cH:32][c:31]([F:34])[cH:30]1)=[O:37])[CH2:39][CH2:40]2. Starting materials: ClS(=O)(=O)C=1C=NC=C(C(=O)OC)C1 (Methyl 5-(chlorosulfonyl)nicotinate), N1CCOCC1 (morpholine), C([O-])([O-])=O.[K+].[K+] (Potassiumcarbonate). Solvent: C1CCOC1 (THF). Run at time 12 hour. The product is O1CCN(CC1)S(=O)(=O)C=1C=NC=C(C(=O)OC)C1 (methyl 5-(morpholinosulfonyl)nicotinate). The yield is 60.4%. As a reaction SMILES: Cl[S:2]([C:5]1[CH:6]=[N:7][CH:8]=[C:9]([CH:14]=1)[C:10]([O:12][CH3:13])=[O:11])(=[O:4])=[O:3].[NH:15]1[CH2:20][CH2:19][O:18][CH2:17][CH2:16]1.C(=O)([O-])[O-].[K+].[K+]>C1COCC1>[O:18]1[CH2:19][CH2:20][N:15]([S:2]([C:5]2[CH:6]=[N:7][CH:8]=[C:9]([CH:14]=2)[C:10]([O:12][CH3:13])=[O:11])(=[O:4])=[O:3])[CH2:16][CH2:17]1 |f:2.3.4|. Reported procedure: Methyl 5-(chlorosulfonyl)nicotinate (35 mg, 0.149 mmol) was added to the morpholine (25.9 mg, 0.297 mmol) in presence of Potassiumcarbonate (41.1 mg, 0.297 mmol) in THF (8 mL) at room temperature and the reaction mixture was stirred for 12 h at room temperature. The reaction was monitored by TLC, after completion of the reaction, Solvent was removed by vacuum and then compound was purified by column chromatography (2% Methanol/DCM) afforded the product methyl 5-(morpholinosulfonyl)nicotinate (26... Starting materials: CN1S(C2=C(NC1=S)C=CN=C2)(=O)=O (2-methyl-3-thioxo-2,3-dihydro-4H-pyrido[4,3-e]-1,2,4-thiadiazine 1,1-dioxide), C([O-])([O-])=O.[K+].[K+] (potassium carbonate), CI (methyl iodide). Solvent: C(C)#N (acetonitrile). Conditions: time 1 hour. Product: CN1S(C2=C(N=C1SC)C=CN=C2)(=O)=O (2-Methyl-3-methylsulfanyl-2H-pyrido[4.3-e]-1,2,4-thiadiazine 1,1-dioxide). Reaction SMILES: [CH3:1][N:2]1[C:7](=[S:8])[NH:6][C:5]2[CH:9]=[CH:10][N:11]=[CH:12][C:4]=2[S:3]1(=[O:14])=[O:13].[C:15](=O)([O-])[O-].[K+].[K+].CI>C(#N)C>[CH3:1][N:2]1[C:7]([S:8][CH3:15])=[N:6][C:5]2[CH:9]=[CH:10][N:11]=[CH:12][C:4]=2[S:3]1(=[O:14])=[O:13] |f:1.2.3|. Procedure details: A solution of 2-methyl-3-thioxo-2,3-dihydro-4H-pyrido[4,3-e]-1,2,4-thiadiazine 1,1-dioxide (1.0 g) in acetonitrile (20 mL) was supplemented with potassium carbonate (1.0 g), then with methyl iodide (1 mL). After 1 h at room temperature, the solvent was removed by distillation under reduced pressure. The residue was dispersed in water (50 mL) and the suspension was adjusted to pH 5 with formic acid. The insoluble material was collected by filtration, washed with water and dried (yield: 0.8 g); m.... The reactants are C(C)N1CCOCC1 (N-ethylmorpholine), C1CCC(CC1)N=C=NC2CCCCC2 (DCC), N[C@@H](CC1=CC=C(C=C1)OC(C)(C)C)C(=O)OC.Cl (H-Tyr(But)-OMe.HCl), N([C@@H](C(C)C)C(=O)O)C(=O)OCC1=CC=CC=C1 (Z-Val-OH), ON1N=NC2=C1C=CC=C2 (1-hydroxybenzotriazole). The solvent is CN(C=O)C (dimethylformamide). Conditions: temperature 0 celsius, time 1 hour. Product: N([C@@H](C(C)C)C(=O)N[C@@H](CC1=CC=C(C=C1)OC(C)(C)C)C(=O)OC)C(=O)OCC1=CC=CC=C1 (Z-Val-Tyr(But)-OMe). RXN SMILES: C(N1CCOCC1)C.C1CCC(N=C=NC2CCCCC2)CC1.[NH2:24][C@H:25]([C:38]([O:40][CH3:41])=[O:39])[CH2:26][C:27]1[CH:32]=[CH:31][C:30]([O:33][C:34]([CH3:37])([CH3:36])[CH3:35])=[CH:29][CH:28]=1.Cl.[NH:43]([C:51]([O:53][CH2:54][C:55]1[CH:60]=[CH:59][CH:58]=[CH:57][CH:56]=1)=[O:52])[C@H:44]([C:48](O)=[O:49])[CH:45]([CH3:47])[CH3:46].ON1C2C=CC=CC=2N=N1>CN(C)C=O>[NH:43]([C:51]([O:53][CH2:54][C:55]1[CH:60]=[CH:59][CH:58]=[CH:57][CH:56]=1)=[O:52])[C@H:44]([C:48]([NH:24][C@H:25]([C:38]([O:40][CH3:41])=[O:39])[CH2:26][C:27]1[CH:28]=[CH:29][C:30]([O:33][C:34]([CH3:37])([CH3:35])[CH3:36])=[CH:31][CH:32]=1)=[O:49])[CH:45]([CH3:47])[CH3:46] |f:2.3|. Procedure details: 19.5 ml (approx. 150 mmoles) of N-ethylmorpholine and 33 g (160 mmoles) of DCC are added at 0° C. to a solution in 250 ml of dimethylformamide of 43.15 g (150 mmoles) of H-Tyr(But)-OMe.HCl, 37.65 g (150 mmoles) of Z-Val-OH and 20.25 g (150 mmoles) of 1-hydroxybenzotriazole. The mixture is stirred for 1 hour at 0° C. and is allowed to stand overnight at room temperature. The precipitate which has deposited is filtered off. It is rinsed with a little dimethylformamide. The filtrate is introduced i... Product: O=C1C=2C(N=C3N1C=C(C=C3)C(=O)NC3=NN=NN3)=CSC2 (10-oxo-N-1H-tetrazol-5-yl-10H-pyrido[1,2-a]thieno[3,4-d]pyrimidine-7-carboxamide). Run at temperature 100 celsius, time 1.5 hour. Solvent: CC(=O)C (acetone), CN(C=O)C (dimethylformamide). Starting materials: O=C1C=2C(N=C3N1C=C(C=C3)C(=O)O)=CSC2 (10-oxo-10H-pyrido[1,2-a]thieno[3,4-d]pyrimidine-7-carboxylic acid), C(=O)(N1C=NC=C1)N1C=NC=C1 (1,1'-carbonyldiimidazole), O.NC1=NN=NN1 (5-Aminotetrazole monohydrate). Reaction SMILES: [O:1]=[C:2]1[N:7]2[CH:8]=[C:9]([C:12]([OH:14])=O)[CH:10]=[CH:11][C:6]2=[N:5][C:4]2=[CH:15][S:16][CH:17]=[C:3]12.C(N1C=CN=C1)(N1C=CN=C1)=O.O.[NH2:31][C:32]1[NH:36][N:35]=[N:34][N:33]=1>CN(C)C=O.CC(C)=O>[O:1]=[C:2]1[N:7]2[CH:8]=[C:9]([C:12]([NH:31][C:32]3[NH:36][N:35]=[N:34][N:33]=3)=[O:14])[CH:10]=[CH:11][C:6]2=[N:5][C:4]2=[CH:15][S:16][CH:17]=[C:3]12 |f:2.3|. Reported procedure: A mixture of 10-oxo-10H-pyrido[1,2-a]thieno[3,4-d]pyrimidine-7-carboxylic acid (0.7 g., 0.003 mol) and 1,1'-carbonyldiimidazole (0.94 g., 0.006 mol) in dimethylformamide (25 ml) is heated at 100° C. with stirring under nitrogen for 1.5 hours. 5-Aminotetrazole monohydrate (0.3 g., 0.003 mol) is added and the resulting mixture is heated at 100° C. for 2 hours. The reaction mixture is cooled and diluted with acetone. The precipitate is filtered off, washed with boiling dimethylformamide, and dried ...